From a dataset of the Open Reaction Database (ORD), a public repository of structured organic reaction records. describe an organic reaction: reactants, conditions, products, and yield Reactants: O (water), BrC1=CC=C(O[C@@H]2[C@@H](COC2)N)C=C1 (cis-4-(4-bromophenoxy)tetrahydrofuran-3-amine), [C@]12(C(=O)CC(CC1)C2(C)C)CS(=O)(=O)O ((1S)-(+)-10-camphorsulfonic acid). Run in CC(C)O (2-propanol). Product: C12(C(=O)CC(CC1)C2(C)C)CS(=O)(=O)O ((+)-camphorsulfonic acid), BrC1=CC=C(O[C@H]2[C@H](COC2)N)C=C1 ((3S,4S)-4-(4-bromophenoxy)tetrahydrofuran-3-amine). Isolated yield 43.0%. RXN SMILES: [Br:1][C:2]1[CH:14]=[CH:13][C:5]([O:6][C@H:7]2[CH2:11][O:10][CH2:9][C@H:8]2[NH2:12])=[CH:4][CH:3]=1.[C@:15]12([CH2:25][S:26]([OH:29])(=[O:28])=[O:27])[C:22]([CH3:24])([CH3:23])[CH:19]([CH2:20][CH2:21]1)[CH2:18][C:16]2=[O:17].O>CC(O)C>[C:15]12([CH2:25][S:26]([OH:29])(=[O:27])=[O:28])[C:22]([CH3:24])([CH3:23])[CH:19]([CH2:20][CH2:21]1)[CH2:18][C:16]2=[O:17].[Br:1][C:2]1[CH:14]=[CH:13][C:5]([O:6][C@@H:7]2[CH2:11][O:10][CH2:9][C@@H:8]2[NH2:12])=[CH:4][CH:3]=1. Reported procedure: A mixture of cis-4-(4-bromophenoxy)tetrahydrofuran-3-amine (191 g, 0.74 mol) and (1S)-(+)-10-camphorsulfonic acid (154.2 g, 0.66 mol) was dissolved in 2-propanol (2.4 L) and water (100 mL) at reflux. The clear solution was allowed to cool to room temperature over 18 hours, and the resulting crystals were isolated, washed and dried to afford the (+)-camphorsulfonic acid salt of (3S,4S)-4-(4-bromophenoxy)tetrahydrofuran-3-amine (139.2 g, 0.284 mol) with an e.e. (enantiomeric excess) of 85%. Recrys...